From a dataset of the Open Reaction Database (ORD), a public repository of structured organic reaction records. describe an organic reaction: reactants, conditions, products, and yield Starting materials: NC=1C(=C(C=CC1)C=1C=C(NC1)C(=O)O)OC (4-(3-amino-2-methoxy-phenyl)-1H-pyrrole-2-carboxylic acid), B(Br)(Br)Br (boron tribromide). The solvent is ClCCl (dichloromethane). Run at time 6 hour. The product is NC=1C(=C(C=CC1)C=1C=C(NC1)C(=O)O)O (4-(3-amino-2-hydroxy-phenyl)-1H-pyrrole-2-carboxylic acid). The yield is 114.6%. As a reaction SMILES: [NH2:1][C:2]1[C:3]([O:16]C)=[C:4]([C:8]2[CH:9]=[C:10]([C:13]([OH:15])=[O:14])[NH:11][CH:12]=2)[CH:5]=[CH:6][CH:7]=1.B(Br)(Br)Br>ClCCl>[NH2:1][C:2]1[C:3]([OH:16])=[C:4]([C:8]2[CH:9]=[C:10]([C:13]([OH:15])=[O:14])[NH:11][CH:12]=2)[CH:5]=[CH:6][CH:7]=1. Procedure: To a solution of 4-(3-amino-2-methoxy-phenyl)-1H-pyrrole-2-carboxylic acid 57h (130 mg, 0.56 mmol) in 2 mL of dichloromethane was added boron tribromide (1.12 mL, 2.24 mmol). The reaction mixture was stirred at room temperature for 6 hours. The reaction was monitored by TLC until the disappearance of the starting materials and quenched with methanol. The mixture was concentrated under reduced pressure and the residue was purified by silica gel column chromatography to obtain the title compound 4... Yields the product N#Cc1ccc(N)c(O)c1. The reactants are CC(C)(C)CC(=O)ONc1ccc(C#N)cc1O, ClCCl, O=C(O)C(F)(F)F. RXN SMILES: [C:1]([CH2:2][C:3]([O:4][NH:9][c:10]1[c:11]([OH:18])[cH:12][c:13]([C:16]#[N:17])[cH:14][cH:15]1)=[O:5])([CH3:6])([CH3:7])[CH3:8].[CH2:26]([Cl:27])[Cl:28].[OH:19][C:20]([C:21]([F:22])([F:23])[F:24])=[O:25]>>[NH2:9][c:10]1[c:11]([OH:18])[cH:12][c:13]([C:16]#[N:17])[cH:14][cH:15]1.